The task is: describe an organic reaction: reactants, conditions, products, and yield. This data is from the Open Reaction Database (ORD), a public repository of structured organic reaction records. Reactants: CCCCOc1ccc(-c2ncc(C(=O)OCC)cn2)cc1, Cl, [Na+], [OH-]. Product: CCCCOc1ccc(-c2ncc(C(=O)O)cn2)cc1. RXN SMILES: [CH2:3]([CH3:4])[O:5][C:6](=[O:7])[c:8]1[cH:9][n:10][c:11](-[c:14]2[cH:15][cH:16][c:17]([O:20][CH2:21][CH2:22][CH2:23][CH3:24])[cH:18][cH:19]2)[n:12][cH:13]1.[ClH:25].[Na+:2].[OH-:1]>>[O:5]=[C:6]([OH:7])[c:8]1[cH:9][n:10][c:11](-[c:14]2[cH:15][cH:16][c:17]([O:20][CH2:21][CH2:22][CH2:23][CH3:24])[cH:18][cH:19]2)[n:12][cH:13]1. Starting materials: O=C([O-])[O-], COC(=O)CC1CNCCC1CCC(=O)c1ccnc2ccc(OC)cc12, CC#N, Fc1cccc(SCCCl)c1, [I-], [K+], [K+], [K+], O. The product is COC(=O)CC1CN(CCSc2cccc(F)c2)CCC1CCC(=O)c1ccnc2ccc(OC)cc12. Reaction SMILES: [C:28](=[O:29])([O-:30])[O-:31].[CH3:1][O:2][C:3]([CH2:4][CH:5]1[CH2:6][NH:7][CH2:8][CH2:9][CH:10]1[CH2:11][CH2:12][C:13]([c:14]1[cH:15][cH:16][n:17][c:18]2[cH:19][cH:20][c:21]([O:24][CH3:25])[cH:22][c:23]12)=[O:26])=[O:27].[CH3:47][C:48]#[N:49].[Cl:36][CH2:37][CH2:38][S:39][c:40]1[cH:41][c:42]([F:46])[cH:43][cH:44][cH:45]1.[I-:35].[K+:32].[K+:33].[K+:34].[OH2:50]>>[CH3:1][O:2][C:3]([CH2:4][CH:5]1[CH2:6][N:7]([CH2:37][CH2:38][S:39][c:40]2[cH:41][c:42]([F:46])[cH:43][cH:44][cH:45]2)[CH2:8][CH2:9][CH:10]1[CH2:11][CH2:12][C:13]([c:14]1[cH:15][cH:16][n:17][c:18]2[cH:19][cH:20][c:21]([O:24][CH3:25])[cH:22][c:23]12)=[O:26])=[O:27]. Starting materials: C(C1=CC=CC=C1)OCCC=C(CC(=O)OCC)C1=CC=C(C=C1)NC(CC1=CC2=C(N=C(O2)NC2=C(C=CC=C2)C)C=C1)=O (ethyl 6-benzyloxy-3-{4-[2-(2-o-tolylamino-benzoxazol-6-yl)-acetylamino]-phenyl}-3-hexenoate), [H][H] (hydrogen). Reagents/catalysts: catalyst, [Pd] (palladium on charcoal). Solvent: C(C)O (ethanol). The product is OCCCC(CC(=O)OCC)C1=CC=C(C=C1)NC(CC1=CC2=C(N=C(O2)NC2=C(C=CC=C2)C)C=C1)=O (Ethyl 6-hydroxy-3-{4-[2-(2-o-tolylamino-benzoxazol-6-yl)-acetylamino]-phenyl}-hexanoate). Isolated yield 84.2%. Reaction SMILES: C([O:8][CH2:9][CH2:10][CH:11]=[C:12]([C:19]1[CH:24]=[CH:23][C:22]([NH:25][C:26](=[O:45])[CH2:27][C:28]2[CH:44]=[CH:43][C:31]3[N:32]=[C:33]([NH:35][C:36]4[CH:41]=[CH:40][CH:39]=[CH:38][C:37]=4[CH3:42])[O:34][C:30]=3[CH:29]=2)=[CH:21][CH:20]=1)[CH2:13][C:14]([O:16][CH2:17][CH3:18])=[O:15])C1C=CC=CC=1.[H][H]>[Pd].C(O)C>[OH:8][CH2:9][CH2:10][CH2:11][CH:12]([C:19]1[CH:20]=[CH:21][C:22]([NH:25][C:26](=[O:45])[CH2:27][C:28]2[CH:44]=[CH:43][C:31]3[N:32]=[C:33]([NH:35][C:36]4[CH:41]=[CH:40][CH:39]=[CH:38][C:37]=4[CH3:42])[O:34][C:30]=3[CH:29]=2)=[CH:23][CH:24]=1)[CH2:13][C:14]([O:16][CH2:17][CH3:18])=[O:15]. Procedure details: A mixture of ethyl 6-benzyloxy-3-{4-[2-(2-o-tolylamino-benzoxazol-6-yl)-acetylamino]-phenyl}-3-hexenoate (640 mg, Reference Example 22(a)) and 10% palladium on charcoal (250 mg) in ethanol (50 mL) was hydrogenated at room temperature and pressure. After 24 hours further catalyst (200 mg) was added and the mixture again subjected to a hydrogen atmosphere for a further 24 hours. The mixture was filtered through filter-aid and the filtrate evaporated to dryness to give the title compound (460 mg) a... Starting materials: CC(C)O, Nc1c(Cl)cc([N+](=O)[O-])cc1Cl, O. Yields the product O=[N+]([O-])c1cc(Cl)cc(Cl)c1. RXN SMILES: [CH:13]([OH:14])([CH3:15])[CH3:16].[Cl:1][c:2]1[c:3]([NH2:4])[c:5]([Cl:12])[cH:6][c:7]([N+:9](=[O:10])[O-:11])[cH:8]1.[OH2:17]>>[Cl:1][c:2]1[cH:3][c:5]([Cl:12])[cH:6][c:7]([N+:9](=[O:10])[O-:11])[cH:8]1. Reactants: C1=CC=C(C=C1)P(C2=CC=CC=C2)C3=CC=CC=C3 (PPh3), BrC1=CC=C(C=C1)[C@@H](C(F)(F)F)N[C@H](CO)CC(C)C ((2S)-2-{[(1S)-1-(4-bromophenyl)-2,2,2-trifluoroethyl]amino}-4-methylpentan-1-ol), CSC1=CC=C(C=C1)B(O)O (4-(methylthio)phenylboronic acid), C(=O)([O-])[O-].[Na+].[Na+] (Na2CO3), ice. The reagents and catalysts are CC(=O)[O-].CC(=O)[O-].[Pd+2] (Pd(OAc)2). Solvent: C(CC)O (n-propanol), O (water), C(C)OC(C)=O (ethylacetate). Run at temperature 70 celsius, time 8 hour. The product is CC(C[C@@H](CO)N[C@H](C(F)(F)F)C1=CC=C(C=C1)C1=CC=C(C=C1)SC)C ((2S)-4-methyl-2-({(1S)-2,2,2-trifluoro-1-[4′-(methylthio)-1,1′-biphenyl-4-yl]ethyl}amino)pentan-1-ol). RXN SMILES: Br[C:2]1[CH:7]=[CH:6][C:5]([C@H:8]([NH:13][C@@H:14]([CH2:17][CH:18]([CH3:20])[CH3:19])[CH2:15][OH:16])[C:9]([F:12])([F:11])[F:10])=[CH:4][CH:3]=1.[CH3:21][S:22][C:23]1[CH:28]=[CH:27][C:26](B(O)O)=[CH:25][CH:24]=1.C([O-])([O-])=O.[Na+].[Na+].C1C=CC(P(C2C=CC=CC=2)C2C=CC=CC=2)=CC=1>C(OC(=O)C)C.CC([O-])=O.CC([O-])=O.[Pd+2].O.C(O)CC>[CH3:19][CH:18]([CH3:20])[CH2:17][C@H:14]([NH:13][C@@H:8]([C:5]1[CH:6]=[CH:7][C:2]([C:26]2[CH:27]=[CH:28][C:23]([S:22][CH3:21])=[CH:24][CH:25]=2)=[CH:3][CH:4]=1)[C:9]([F:12])([F:11])[F:10])[CH2:15][OH:16] |f:2.3.4,7.8.9|. Procedure: A stream of nitrogen was passed through a suspension made of the bromide from Step 3 (27.7 g), 4-(methylthio)phenylboronic acid (15.7 g), 2 M Na2CO3 (100 mL) and n-propanol (500 mL) for 15 minutes. A 1:3 mixture (3.5 g) of Pd(OAc)2 and PPh3 was then added and the reaction was warmed to 70° C. and stirred under nitrogen for 8 hours. The mixture was cooled to room temperature, diluted with ethylacetate (500 mL) and poured over water (2 L) and ice (500 g). The ethyl acetate layer was separated and ...